The task is: describe an organic reaction: reactants, conditions, products, and yield. This data is from the Open Reaction Database (ORD), a public repository of structured organic reaction records. Run in C(C)#N (acetonitrile), O (water). Procedure: A 250 mL flask was charged with N-(2-(6-chloropyridin-3-yl)ethyl)-N-p-tolylnitrous amide (5.2 g, 18.9 mmol; Example 117C) and ammonium carbonate (3.62 g, 37.7 mmol; Aldrich) in acetonitrile (10 mL) and water (30 mL). The mixture was cooled in an ice bath and zinc dust (1.63 g, 24.5 mmol; Aldrich) was added very slowly over 2 hours. After stirring for an additional 1 hour, the reaction was filtered to remove the solid material. The filtrate was concentrated and extracted with ethyl acetate. The o... Yields the product ClC1=NC=C(C=C1)CCN(N)C1=CC=C(C=C1)C (2-chloro-5-(2-(1-p-tolylhydrazinyl)ethyl)pyridine). Reaction conditions: time 1 hour. The reactants are ClC1=CC=C(C=N1)CCN(N=O)C1=CC=C(C=C1)C (N-(2-(6-chloropyridin-3-yl)ethyl)-N-p-tolylnitrous amide), C([O-])([O-])=O.[NH4+].[NH4+] (ammonium carbonate). RXN SMILES: [Cl:1][C:2]1[N:7]=[CH:6][C:5]([CH2:8][CH2:9][N:10]([C:13]2[CH:18]=[CH:17][C:16]([CH3:19])=[CH:15][CH:14]=2)[N:11]=O)=[CH:4][CH:3]=1.C(=O)([O-])[O-].[NH4+].[NH4+]>C(#N)C.O.[Zn]>[Cl:1][C:2]1[CH:3]=[CH:4][C:5]([CH2:8][CH2:9][N:10]([C:13]2[CH:18]=[CH:17][C:16]([CH3:19])=[CH:15][CH:14]=2)[NH2:11])=[CH:6][N:7]=1 |f:1.2.3|. Reagents/catalysts: [Zn] (zinc). Reactants: CO, O=[N+]([O-])c1ccc(-n2cnc(Cl)c2)nc1, O, O, Cl[Sn]Cl. Product: Nc1ccc(-n2cnc(Cl)c2)nc1. As a reaction SMILES: [CH3:21][OH:22].[Cl:1][c:2]1[n:3][cH:4][n:5](-[c:7]2[n:8][cH:9][c:10]([N+:13]([O-:14])=[O:15])[cH:11][cH:12]2)[cH:6]1.[OH2:16].[OH2:17].[Sn:18]([Cl:19])[Cl:20]>>[Cl:1][c:2]1[n:3][cH:4][n:5](-[c:7]2[n:8][cH:9][c:10]([NH2:13])[cH:11][cH:12]2)[cH:6]1. Starting materials: C1(NC=CC=2NC=3C=CC=CC3C21)=O (2,5-dihydro-1H-pyrido[4,3-b]indol-1-one), BrC=1C=NC=CC1C(F)(F)F (3-bromo-4-trifluoromethylpyridine), OC=1C=CC=C2C=CC=NC12 (8-hydroxy quinoline), C(=O)([O-])[O-].[K+].[K+] (K2CO3), CC1=C(C=NC=C1)N1C(C2=C(NC=3C=CC=CC23)C=C1)=O (2-(4-methylpyridin-3-yl)-2,5-dihydro-1H-pyrido[4,3-b]indol-1-one). Reagents/catalysts: [Cu](I)I (copper iodide). The solvent is CS(=O)C (DMSO). Yields the product FC(C1=C(C=NC=C1)N1C(C2=C(NC=3C=CC=CC23)C=C1)=O)(F)F (2-(4-(trifluoromethyl)pyridin-3-yl)-2,5-dihydro-1H-pyrido[4,3-b]indol-1-one). Isolated yield 1.4%. Reaction SMILES: CC1C=CN=CC=1N1C=CC2NC3C=CC=CC=3C=2C1=O.[C:22]1(=[O:35])[C:34]2[C:33]3[CH:32]=[CH:31][CH:30]=[CH:29][C:28]=3[NH:27][C:26]=2[CH:25]=[CH:24][NH:23]1.Br[C:37]1[CH:38]=[N:39][CH:40]=[CH:41][C:42]=1[C:43]([F:46])([F:45])[F:44].OC1C=CC=C2C=1N=CC=C2.C([O-])([O-])=O.[K+].[K+]>[Cu](I)I.CS(C)=O>[F:44][C:43]([F:46])([F:45])[C:42]1[CH:41]=[CH:40][N:39]=[CH:38][C:37]=1[N:23]1[CH:24]=[CH:25][C:26]2[NH:27][C:28]3[CH:29]=[CH:30][CH:31]=[CH:32][C:33]=3[C:34]=2[C:22]1=[O:35] |f:4.5.6|. Procedure: Using analogous reaction conditions and work up as described for the preparation of 62A above, 2,5-dihydro-1H-pyrido[4,3-b]indol-1-one (I-62a: 200 mg, 1.08 mmol) was reacted with 3-bromo-4-trifluoromethylpyridine (368.4 mg, 1.63 mmol), 8-hydroxy quinoline (31.3 mg, 0.216 mmol), K2CO3 (223.5 mg, 1.62 mmol), copper iodide (41.14 mg, 0.216 mmol) and DMSO (5 mL) to afford the crude product. Purification by column chromatography on silica gel (2% methanol in DCM), followed by preparative HPLC afforde...